From a dataset of the Open Reaction Database (ORD), a public repository of structured organic reaction records. describe an organic reaction: reactants, conditions, products, and yield Reactants: N1=CC=C(C=C1)NC(=S)N (pyridin-4-yl-thiourea), C(C)OC(C(CBr)=O)=O (3-bromo-2-oxo-propionic acid ethyl ester). Run in CO (methanol). Yields the product C(C)OC(=O)C=1N=C(SC1)NC1=CC=NC=C1 (2-(Pyridin-4-ylamino)-thiazole-4-carboxylic acid ethyl ester). Isolated yield 79.8%. Reaction SMILES: [N:1]1[CH:6]=[CH:5][C:4]([NH:7][C:8]([NH2:10])=[S:9])=[CH:3][CH:2]=1.[CH2:11]([O:13][C:14](=[O:19])[C:15](=O)[CH2:16]Br)[CH3:12]>CO>[CH2:11]([O:13][C:14]([C:15]1[N:10]=[C:8]([NH:7][C:4]2[CH:5]=[CH:6][N:1]=[CH:2][CH:3]=2)[S:9][CH:16]=1)=[O:19])[CH3:12]. Procedure: 2-(Pyridin-4-ylamino)-thiazole-4-carboxylic acid ethyl ester (200 mg) was prepared according to General Procedure B using pyridin-4-yl-thiourea (154 mg) and 3-bromo-2-oxo-propionic acid ethyl ester (200 mg) in methanol (2 mL). The crude product was used without further purification. Reactants: FC1=CC2=C(N=C(C3=C(N2)SC2=C3C=CC=C2)N2CCN(CC2)C)C(=C1)OC (8-fluoro-10-methoxy-12-(4-methylpiperazin-1-yl)-6H-[1]benzothieno[2,3-b][1,5]benzodiazepine), C(C)(S)S (ethanedithiol), [Cl-].[Al+3].[Cl-].[Cl-] (aluminium chloride). Run in ClCCl (dichloromethane). The product is FC1=CC2=C(N=C(C3=C(N2)SC2=C3C=CC=C2)N2CCN(CC2)C)C(=C1)O (8-fluoro-10-hydroxy-12-(4-methylpiperazin-1-yl)-6H-[1]benzothieno[2,3-b][1,5]benzodiazepine). RXN SMILES: [F:1][C:2]1[CH:26]=[C:25]([O:27]C)[C:5]2[N:6]=[C:7]([N:18]3[CH2:23][CH2:22][N:21]([CH3:24])[CH2:20][CH2:19]3)[C:8]3[C:13]4[CH:14]=[CH:15][CH:16]=[CH:17][C:12]=4[S:11][C:9]=3[NH:10][C:4]=2[CH:3]=1.C(S)(S)C.[Cl-].[Al+3].[Cl-].[Cl-]>ClCCl>[F:1][C:2]1[CH:26]=[C:25]([OH:27])[C:5]2[N:6]=[C:7]([N:18]3[CH2:19][CH2:20][N:21]([CH3:24])[CH2:22][CH2:23]3)[C:8]3[C:13]4[CH:14]=[CH:15][CH:16]=[CH:17][C:12]=4[S:11][C:9]=3[NH:10][C:4]=2[CH:3]=1 |f:2.3.4.5|. Procedure details: In the same manner as in Example 62 and using 8-fluoro-10-methoxy-12-(4-methylpiperazin-1-yl)-6H-[1]benzothieno[2,3-b][1,5]benzodiazepine, dichloromethane, ethanedithiol and aluminium chloride, 8-fluoro-10-hydroxy-12-(4-methylpiperazin-1-yl)-6H-[1]benzothieno[2,3-b][1,5]benzodiazepine is obtained. Starting materials: ClCCCCCCCCCCCN1CC(OC(C1)C)C (4-(11-chloroundecyl)-2,6-dimethylmorpholine), [H-].[Na+] (sodium hydride), ClC1=CC=C(CC#N)C=C1 (4-chlorobenzyl cyanide), C1(=CC=CC=C1)C (toluene). Run in CN(C)C=O (DMF). Product: ClC1=CC=C(C=C1)C(C#N)CCCCCCCCCCCN1CC(OC(C1)C)C (2-(4-Chlorophenyl)-13-(2,6-dimethyl-4-morpholinyl)tridecanonitrile). Reaction SMILES: Cl[CH2:2][CH2:3][CH2:4][CH2:5][CH2:6][CH2:7][CH2:8][CH2:9][CH2:10][CH2:11][CH2:12][N:13]1[CH2:18][CH:17]([CH3:19])[O:16][CH:15]([CH3:20])[CH2:14]1.[H-].[Na+].[Cl:23][C:24]1[CH:32]=[CH:31][C:27]([CH2:28][C:29]#[N:30])=[CH:26][CH:25]=1.C1(C)C=CC=CC=1>CN(C=O)C>[Cl:23][C:24]1[CH:32]=[CH:31][C:27]([CH:28]([CH2:2][CH2:3][CH2:4][CH2:5][CH2:6][CH2:7][CH2:8][CH2:9][CH2:10][CH2:11][CH2:12][N:13]2[CH2:18][CH:17]([CH3:19])[O:16][CH:15]([CH3:20])[CH2:14]2)[C:29]#[N:30])=[CH:26][CH:25]=1 |f:1.2|. Procedure: This intermediate (900 mg.) was prepared using the procedure described in Example 2a except using 3.9 g. (0.013 mole) of 4-(11-chloroundecyl)-2,6-dimethylmorpholine, 0.62 g. (0.014 mole) of sodium hydride, 1.97 g. (0.013 mole) of 4-chlorobenzyl cyanide, and 75 ml. of a 2 to 1 mixture of toluene and DMF. Reactants: FC(C=1C=C(CN2CCOC3=C(C2=O)C(=CC(=N3)Cl)C3=C(C=CC=C3)C)C=C(C1)C(F)(F)F)(F)F (4-[3,5-bis(trifluoromethyl)benzyl]-8-chloro-6-(2-methylphenyl)-5-oxo-2,3,4,5-tetrahydropyrido[3,2-f][1,4]oxazepine), C(C)(C)(C)OC(=O)N1CCNCCC1 (1-(t-butoxycarbonyl)homopiperazine), C(C)(=O)Cl (acetyl chloride). Product: C(C)(=O)N1CCN(CCC1)C=1C=C(C=2C(N(CCOC2N1)CC1=CC(=CC(=C1)C(F)(F)F)C(F)(F)F)=O)C1=C(C=CC=C1)C (8-(4-acetylhomopiperazine-1-yl)-4-[3,5-bis(trifluoromethyl)benzyl]-6-(2-methylphenyl)-5-oxo-2,3,4,5-tetrahydropyrido[3,2-f][1,4]oxazepine). Isolated yield 11.0%. As a reaction SMILES: [F:1][C:2]([F:35])([F:34])[C:3]1[CH:4]=[C:5]([CH:27]=[C:28]([C:30]([F:33])([F:32])[F:31])[CH:29]=1)[CH2:6][N:7]1[C:13](=[O:14])[C:12]2[C:15]([C:20]3[CH:25]=[CH:24][CH:23]=[CH:22][C:21]=3[CH3:26])=[CH:16][C:17](Cl)=[N:18][C:11]=2[O:10][CH2:9][CH2:8]1.C([O:40][C:41]([N:43]1[CH2:49][CH2:48][CH2:47][NH:46][CH2:45][CH2:44]1)=O)(C)(C)C.[C:50](Cl)(=O)C>>[C:41]([N:43]1[CH2:49][CH2:48][CH2:47][N:46]([C:17]2[CH:16]=[C:15]([C:20]3[CH:25]=[CH:24][CH:23]=[CH:22][C:21]=3[CH3:26])[C:12]3[C:13](=[O:14])[N:7]([CH2:6][C:5]4[CH:27]=[C:28]([C:30]([F:32])([F:31])[F:33])[CH:29]=[C:3]([C:2]([F:35])([F:1])[F:34])[CH:4]=4)[CH2:8][CH2:9][O:10][C:11]=3[N:18]=2)[CH2:45][CH2:44]1)(=[O:40])[CH3:50]. Procedure: In a similar manner to Example 6, 4-[3,5-bis(trifluoromethyl)benzyl]-8-chloro-6-(2-methylphenyl)-5-oxo-2,3,4,5-tetrahydropyrido[3,2-f][1,4]oxazepine (compound of Reference Erxample 17; 51.5 mg) was reacted with 1-(t-butoxycarbonyl)homopiperazine (50.1 mg) and acetyl chloride (0.1 mL) to obtain 8-(4-acetylhomopiperazine-1-yl)-4-[3,5-bis(trifluoromethyl)benzyl]-6-(2-methylphenyl)-5-oxo-2,3,4,5-tetrahydropyrido[3,2-f][1,4]oxazepine (6.7 mg, 11%). Starting materials: ClC=1C=C(C=CC1)OC (3-chloroanisole), C1(=CC=CC=C1)C#C (phenylacetylene), PdCl2(CH3CN)2, C(=O)([O-])[O-].[Cs+].[Cs+] (Cs2CO3), O (water). The reagents and catalysts are C1(CCCCC1)P(C1=C(C=CC=C1)C1=C(C=C(C=C1C(C)C)S(=O)(=O)[O-])C(C)C)C1CCCCC1.[Na+] (sodium 2′-(dicyclohexyl-phosphanyl)-2,6-diisopropyl-biphenyl-4-sulfonate). Solvent: C(C)#N (acetonitrile). Yields the product COC1=CC(=CC=C1)C#CC1=CC=CC=C1 (1-methoxy-3-(phenylethynyl)-benzene). The yield is 95.1%. Reaction SMILES: Cl[C:2]1[CH:3]=[C:4]([O:8][CH3:9])[CH:5]=[CH:6][CH:7]=1.[C:10]1([C:16]#[CH:17])[CH:15]=[CH:14][CH:13]=[CH:12][CH:11]=1.C([O-])([O-])=O.[Cs+].[Cs+].O>C1(P(C2CCCCC2)C2C=CC=CC=2C2C(C(C)C)=CC(S([O-])(=O)=O)=CC=2C(C)C)CCCCC1.[Na+].C(#N)C>[CH3:9][O:8][C:4]1[CH:5]=[CH:6][CH:7]=[C:2]([C:17]#[C:16][C:10]2[CH:15]=[CH:14][CH:13]=[CH:12][CH:11]=2)[CH:3]=1 |f:2.3.4,6.7|. Procedure details: The general procedure described in Example 27 was used with 3-chloroanisole (0.063 mL, 0.50 mmol), phenylacetylene (0.072 mL, 0.65 mmol), PdCl2(CH3CN)2 (3.2 mg, 0.0125 mmol, 1.25 mol %), sodium 2′-(dicyclohexyl-phosphanyl)-2,6-diisopropyl-biphenyl-4-sulfonate (20.0 mg, 0.0375 mmol, 3.75 mol %), Cs2CO3 (650 mg, 2.00 mmol), water (1.0 mL), acetonitrile (1.5 mL), 12 h, 100° C. The product was isolated as a white solid (99 mg, 95%). Mp=70° C. (lit. 72-74° C.). 1H NMR (400 MHz, CDCl3) δ: 7.62 (m, 2H)... The reactants are ClC=1N=CC2=C(N1)C(=CS2)C (2-chloro-7-methyl-thieno[3,2-d]pyrimidine), BrN1C(CCC1=O)=O (N-bromosuccinimide), N(=NC(C#N)(C)C)C(C#N)(C)C (2,2′-azobis(2-methylpropionitrile)). The solvent is C(Cl)(Cl)(Cl)Cl (carbon tetrachloride). Run at temperature 100 celsius. The product is ClC=1N=CC2=C(N1)C(=CS2)C=O (2-chloro-thieno[3,2-d]pyrimidine-7-carbaldehyde), ClC=1N=CC2=C(N1)C(=CS2)C (2-chloro-7-methyl-thieno[3,2-d]pyrimidine). As a reaction SMILES: [Cl:1][C:2]1[N:3]=[CH:4][C:5]2[S:10][CH:9]=[C:8]([CH3:11])[C:6]=2[N:7]=1.BrN1C(=[O:18])CCC1=O.N(C(C)(C)C#N)=NC(C)(C)C#N>C(Cl)(Cl)(Cl)Cl>[Cl:1][C:2]1[N:3]=[CH:4][C:5]2[S:10][CH:9]=[C:8]([CH:11]=[O:18])[C:6]=2[N:7]=1.[Cl:1][C:2]1[N:3]=[CH:4][C:5]2[S:10][CH:9]=[C:8]([CH3:11])[C:6]=2[N:7]=1. Reported procedure: A mixture of 2-chloro-7-methyl-thieno[3,2-d]pyrimidine (1.8 g), N-bromosuccinimide (1.8 g), 2,2′-azobis(2-methylpropionitrile) (0.1 g) in carbon tetrachloride (50 mL) was heated at reflux for 1 hour. The resulting mixture was cooled, the solid was filtered off and the filtrate was evaporated under reduced pressure. The residue was dissolved in acetonitrile (20 mL) and diisopropylethylamine (2.0 mL) was added, followed by pyridine-N-oxide (3 g) and the resulting mixture was heated at 100° C. for ... Starting materials: C(C)(C)C1=NC(=C(C(=C1C(=O)OCC)C1=CC=C(C=C1)C)C=CCCC)C(C)C (Ethyl 2,6-diisopropyl-4-(4-methylphenyl)-5-(pent-1-enyl)-pyridine-3-carboxylate), C24H33NO. The solvent is C(C)(=O)OCC.CCCCCC (ethyl acetate n-hexane). The product is C(C)(C)C1=NC(=C(C(=C1CO)C1=CC=C(C=C1)C)C=CCCC)C(C)C (2,6-Diisopropyl-3-hydroxymethyl-4-(4-methylphenyl)-5-(pent-1-enyl)-pyridine). Reaction SMILES: [CH:1]([C:4]1[C:9]([C:10](OCC)=[O:11])=[C:8]([C:15]2[CH:20]=[CH:19][C:18]([CH3:21])=[CH:17][CH:16]=2)[C:7]([CH:22]=[CH:23][CH2:24][CH2:25][CH3:26])=[C:6]([CH:27]([CH3:29])[CH3:28])[N:5]=1)([CH3:3])[CH3:2]>C(OCC)(=O)C.CCCCCC>[CH:1]([C:4]1[C:9]([CH2:10][OH:11])=[C:8]([C:15]2[CH:16]=[CH:17][C:18]([CH3:21])=[CH:19][CH:20]=2)[C:7]([CH:22]=[CH:23][CH2:24][CH2:25][CH3:26])=[C:6]([CH:27]([CH3:28])[CH3:29])[N:5]=1)([CH3:3])[CH3:2] |f:1.2|. Procedure: The title compound was prepared from the intermediate obtained in Step A by the procedure described in Example 125, Step F. 1H NMR (300 MHz, CDCl3) (reported as a mixture of olefin isomers): δ 0.77 (t, J=7.0 Hz, 3 H), 1.1-1.3 (m, 15 H), 2.27 (m, 2 H), 2.42 (s, 3 H), 3.4 (m, 2 H), 4.34 (d, J=6.0 Hz, 2 H), 5.30-5.40 (m, 1 H), 5.90 (d, J=16.0 Hz, 1 H), 7.0 (d, J=8.0 Hz, 2 H), 7.18 (d, J=8.0 Hz, 2 H). FAB-MS: calculated for C24H33NO 352; found 352 (M+H, 100%). Rf=0.38 (10% ethyl acetate/n-hexane). m... Starting materials: C1CCOC1, Cc1ccccc1, C[Si](C)(C)[N-][Si](C)(C)C, N#Cc1ccc(Cl)cc1F, [K+], OCCN1CCCC1. Yields the product N#Cc1ccc(Cl)cc1OCCN1CCCC1. As a reaction SMILES: [CH2:36]1[O:37][CH2:38][CH2:39][CH2:40]1.[CH3:19][c:20]1[cH:21][cH:22][cH:23][cH:24][cH:25]1.[CH3:27][Si:28]([N-:29][Si:30]([CH3:31])([CH3:32])[CH3:33])([CH3:34])[CH3:35].[Cl:1][c:2]1[cH:3][c:4]([F:10])[c:5]([C:6]#[N:7])[cH:8][cH:9]1.[K+:26].[N:11]1([CH2:16][CH2:17][OH:18])[CH2:12][CH2:13][CH2:14][CH2:15]1>>[Cl:1][c:2]1[cH:3][c:4]([O:18][CH2:17][CH2:16][N:11]2[CH2:12][CH2:13][CH2:14][CH2:15]2)[c:5]([C:6]#[N:7])[cH:8][cH:9]1. Starting materials: CCCCCCCCCCc1ccc(O)cc1, ClCCl, C=C(C)CCCC(=O)OC, [O-][Cl+3]([O-])([O-])O. The product is CCCCCCCCCCc1ccc(O)c(C(C)(C)CCCC(=O)OC)c1. As a reaction SMILES: [CH2:1]([CH2:2][CH2:3][CH2:4][CH2:5][CH2:6][CH2:7][CH2:8][CH2:9][CH3:10])[c:11]1[cH:12][cH:13][c:14]([OH:17])[cH:15][cH:16]1.[CH2:33]([Cl:34])[Cl:35].[CH3:18][C:19]([CH2:20][CH2:21][CH2:22][C:23](=[O:24])[O:25][CH3:26])=[CH2:27].[Cl+3:28]([OH:29])([O-:30])([O-:31])[O-:32]>>[CH2:1]([CH2:2][CH2:3][CH2:4][CH2:5][CH2:6][CH2:7][CH2:8][CH2:9][CH3:10])[c:11]1[cH:12][c:13]([C:19]([CH3:18])([CH2:20][CH2:21][CH2:22][C:23](=[O:24])[O:25][CH3:26])[CH3:27])[c:14]([OH:17])[cH:15][cH:16]1. Reactants: [K+], [K], [NH2-], NCCc1ccc(S(=O)(=O)[O-])cc1, N. Product: NCCc1ccc(N)cc1. Reaction SMILES: [K+:14].[K:15].[NH2-:16].[NH2:1][CH2:2][CH2:3][c:4]1[cH:5][cH:6][c:7]([S:10]([O-:11])(=[O:12])=[O:13])[cH:8][cH:9]1.[NH3:17]>>[NH2:1][CH2:2][CH2:3][c:4]1[cH:5][cH:6][c:7]([NH2:16])[cH:8][cH:9]1.